This data is from the Open Reaction Database (ORD), a public repository of structured organic reaction records. The task is: describe an organic reaction: reactants, conditions, products, and yield Reactants: O=C1C=C(NC=2C3=C(C=CC12)C=1NC(=CC(C1C=C3)=O)C(=O)OC)C(=O)OC (Dimethyl 1,4,7,10-Tetrahydro-1,7-dioxoquino-[8,7-h]quinoline-3,9-dicarboxylate), [OH-].[Na+] (NaOH). The solvent is O (water), CO (methanol). Product: O=C1C=C(NC=2C3=C(C=CC12)C=1NC(=CC(C1C=C3)=O)C(=O)[O-])C(=O)[O-].[Na+].[Na+] (Disodium 1,4,7,10-tetrahydro-1,7-dioxoquino[8,7-h]quinoline-3,9-dicarboxylate). RXN SMILES: [O:1]=[C:2]1[C:11]2[CH:10]=[CH:9][C:8]3[C:12]4[NH:13][C:14]([C:21]([O:23]C)=[O:22])=[CH:15][C:16](=[O:20])[C:17]=4[CH:18]=[CH:19][C:7]=3[C:6]=2[NH:5][C:4]([C:25]([O:27]C)=[O:26])=[CH:3]1.[OH-].[Na+:30]>O.CO>[O:20]=[C:16]1[C:17]2[CH:18]=[CH:19][C:7]3[C:6]4[NH:5][C:4]([C:25]([O-:27])=[O:26])=[CH:3][C:2](=[O:1])[C:11]=4[CH:10]=[CH:9][C:8]=3[C:12]=2[NH:13][C:14]([C:21]([O-:23])=[O:22])=[CH:15]1.[Na+:30].[Na+:30] |f:1.2,5.6.7|. Procedure details: 1.0 gram of the diester prepared in Example 1 is heated in 50 ml. of 1.0N NaOH for 30 minutes. The mixture is cooled, diluted with water, and methanol added. The precipitate is filtered and collected.